Dataset: the Open Reaction Database (ORD), a public repository of structured organic reaction records. Task: describe an organic reaction: reactants, conditions, products, and yield Starting materials: OO (hydrogen peroxide), S(=S)(=O)([O-])[O-].[Na+].[Na+] (sodium thiosulfate), C(C)(C)(C)NC(=O)N1CC=2N(CC1)C(=C(C2C#N)C2=CC=CC=C2)F (N-tert-butyl-6-fluoro-8-cyano-7-phenyl-3,4-dihydropyrrolo[1,2-a]pyrazine-2(1H)-carboxamide), [OH-].[Na+] (sodium hydroxide), OO (hydrogen peroxide). The solvent is C(C)(=O)OCC (ethyl acetate), O (water), CO (methanol). Conditions: temperature 60 celsius, time 2 hour. The product is FC1=C(C(=C2N1CCN(C2)C(=O)NC(C)(C)C)C(=O)N)C2=CC=CC=C2 (6-fluoro-7-phenyl-N2-(tert-butyl)-3,4-dihydropyrrolo[1,2-a]pyrazine-2,8(1H)-dicarboxamide). Isolated yield 15.8%. Reaction SMILES: [C:1]([NH:5][C:6]([N:8]1[CH2:13][CH2:12][N:11]2[C:14]([F:25])=[C:15]([C:19]3[CH:24]=[CH:23][CH:22]=[CH:21][CH:20]=3)[C:16]([C:17]#[N:18])=[C:10]2[CH2:9]1)=[O:7])([CH3:4])([CH3:3])[CH3:2].[OH-].[Na+].OO.S([O-])([O-])(=[O:32])=S.[Na+].[Na+]>CO.O.C(OCC)(=O)C>[F:25][C:14]1[N:11]2[CH2:12][CH2:13][N:8]([C:6]([NH:5][C:1]([CH3:4])([CH3:2])[CH3:3])=[O:7])[CH2:9][C:10]2=[C:16]([C:17]([NH2:18])=[O:32])[C:15]=1[C:19]1[CH:20]=[CH:21][CH:22]=[CH:23][CH:24]=1 |f:1.2,4.5.6|. Procedure details: To a solution of 0.360 g (1.06 mmol) of N-tert-butyl-6-fluoro-8-cyano-7-phenyl-3,4-dihydropyrrolo[1,2-a]pyrazine-2(1H)-carboxamide in 4.2 ml of methanol is added 0.1 ml (1.1 mmol) of aqueous 35% sodium hydroxide solution and then 0.28 ml (3.2 mmol) of 35-volumes aqueous hydrogen peroxide solution. After stirring for 2 hours at 60° C., a further 0.05 ml (0.5 mmol) of 35-volumes aqueous hydrogen peroxide solution is added and the mixture is stirred for 16 hours at 60° C. After cooling, 0.25 g of s...